This data is from the Open Reaction Database (ORD), a public repository of structured organic reaction records. The task is: describe an organic reaction: reactants, conditions, products, and yield The reactants are COCCN(CCOC)C(=O)NC(CSC(C)=O)Cc1ccccc1, NN, O. Product: COCCN(CCOC)C(=O)NC(CS)Cc1ccccc1. As a reaction SMILES: [C:1](=[O:2])([S:3][CH2:4][CH:5]([CH2:6][c:7]1[cH:8][cH:9][cH:10][cH:11][cH:12]1)[NH:13][C:14](=[O:15])[N:16]([CH2:17][CH2:18][O:19][CH3:20])[CH2:21][CH2:22][O:23][CH3:24])[CH3:25].[NH2:27][NH2:28].[OH2:26]>>[SH:3][CH2:4][CH:5]([CH2:6][c:7]1[cH:8][cH:9][cH:10][cH:11][cH:12]1)[NH:13][C:14](=[O:15])[N:16]([CH2:17][CH2:18][O:19][CH3:20])[CH2:21][CH2:22][O:23][CH3:24]. As a reaction SMILES: [C:1]([O:5][C:6]([NH:8][CH2:9][CH2:10][CH2:11][CH2:12][CH2:13][C:14]([OH:16])=O)=[O:7])([CH3:4])([CH3:3])[CH3:2].[NH2:17][C:18]1[CH:19]=[CH:20][C:21]([Cl:27])=[C:22]([CH:26]=1)[C:23]([OH:25])=[O:24]>>[C:1]([O:5][C:6]([NH:8][CH2:9][CH2:10][CH2:11][CH2:12][CH2:13][C:14]([NH:17][C:18]1[CH:19]=[CH:20][C:21]([Cl:27])=[C:22]([CH:26]=1)[C:23]([OH:25])=[O:24])=[O:16])=[O:7])([CH3:2])([CH3:3])[CH3:4]. Reported procedure: For the preparation of the starting material [MS: 456 (1, M+H)], 6-(1-t-butyoxyformamido)hexanoic acid and 5-amino-2-chlorobenzoic acid are coupled to give 5-[6-(1-t-butoxyformamido)hexanamido]-2-chlorobenzoic acid, MS: 385 (2, M+H), the latter is coupled with β-alanine methyl ester to give N-[5-[6-(1-t-butoxyformamido)hexanamido]-2-chlorobenzoyl-β-alanine methyl ester, MS: 470 (14, M+H), and this is then saponified in methanolic sodium hydroxide solution. Starting materials: C(C)(C)(C)OC(=O)NCCCCCC(=O)O (6-(1-t-butyoxyformamido)hexanoic acid), NC=1C=CC(=C(C(=O)O)C1)Cl (5-amino-2-chlorobenzoic acid). Product: C(C)(C)(C)OC(=O)NCCCCCC(=O)NC=1C=CC(=C(C(=O)O)C1)Cl (5-[6-(1-t-butoxyformamido)hexanamido]-2-chlorobenzoic acid). Reactants: C([O-])([O-])=O.[K+].[K+] (potassium carbonate), CN1N=CC2=CC(=CC=C12)B(O)O (1-methyl-1H-indazol-5-ylboronic acid), BrC=1N=C(SC1)C=1SC2=C(N1)C=C(C(=C2C2=CC=C(C=C2)Cl)[C@@H](C(=O)OCC)OC(C)(C)C)C ((S)-ethyl 2-(2-(4-bromothiazol-2-yl)-7-(4chlorophenyl)-5methylbenzo[d]thiazol-6-yl)-2-tert-butoxyacetate), O1CCOCC1 (dioxane). Reagents/catalysts: C=1C=CC(=CC1)[P](C=2C=CC=CC2)(C=3C=CC=CC3)[Pd]([P](C=4C=CC=CC4)(C=5C=CC=CC5)C=6C=CC=CC6)([P](C=7C=CC=CC7)(C=8C=CC=CC8)C=9C=CC=CC9)[P](C=1C=CC=CC1)(C=1C=CC=CC1)C=1C=CC=CC1 (Pd(PPh3)4). The solvent is CCOC(=O)C (EtOAc), O (water). Conditions: temperature 95 celsius. The product is C(C)(C)(C)O[C@H](C(=O)OCC)C1=C(C2=C(N=C(S2)C=2SC=C(N2)C=2C=C3C=NN(C3=CC2)C)C=C1C)C1=CC=C(C=C1)Cl ((S)-ethyl 2-tert-butoxy-2-(7-(4-chlorophenyl)-5-methyl-2-(4-(1-methyl-1H-indazol-5-yl)thiazol-2-yl)benzo[d]thiazol-6-yl)acetate). RXN SMILES: [CH3:1][N:2]1[C:10]2[C:5](=[CH:6][C:7](B(O)O)=[CH:8][CH:9]=2)[CH:4]=[N:3]1.Br[C:15]1[N:16]=[C:17]([C:20]2[S:21][C:22]3[C:28]([C:29]4[CH:34]=[CH:33][C:32]([Cl:35])=[CH:31][CH:30]=4)=[C:27]([C@H:36]([O:42][C:43]([CH3:46])([CH3:45])[CH3:44])[C:37]([O:39][CH2:40][CH3:41])=[O:38])[C:26]([CH3:47])=[CH:25][C:23]=3[N:24]=2)[S:18][CH:19]=1.O1CCOCC1.C(=O)([O-])[O-].[K+].[K+]>CCOC(C)=O.C1C=CC([P]([Pd]([P](C2C=CC=CC=2)(C2C=CC=CC=2)C2C=CC=CC=2)([P](C2C=CC=CC=2)(C2C=CC=CC=2)C2C=CC=CC=2)[P](C2C=CC=CC=2)(C2C=CC=CC=2)C2C=CC=CC=2)(C2C=CC=CC=2)C2C=CC=CC=2)=CC=1.O>[C:43]([O:42][C@@H:36]([C:27]1[C:26]([CH3:47])=[CH:25][C:23]2[N:24]=[C:20]([C:17]3[S:18][CH:19]=[C:15]([C:7]4[CH:6]=[C:5]5[C:10](=[CH:9][CH:8]=4)[N:2]([CH3:1])[N:3]=[CH:4]5)[N:16]=3)[S:21][C:22]=2[C:28]=1[C:29]1[CH:30]=[CH:31][C:32]([Cl:35])=[CH:33][CH:34]=1)[C:37]([O:39][CH2:40][CH3:41])=[O:38])([CH3:44])([CH3:45])[CH3:46] |f:3.4.5,^1:69,71,90,109|. Procedure details: In a 10 mL reaction vial, 1-methyl-1H-indazol-5-ylboronic acid (31 mg, 0.173 mmol) and (S)-ethyl 2-(2-(4-bromothiazol-2-yl)-7-(4chlorophenyl)-5methylbenzo[d]thiazol-6-yl)-2-tert-butoxyacetate (100 mg, 0.173 mmol) were mixed with dioxane (5 mL) and water (1 mL). The resulting reaction mixture was bubbled with argon for 5 min. Then potassium carbonate (60 mg, 0.432 mmol) and Pd(PPh3)4 were added sequentially. The reaction mixture was sealed and heated in oil bath at 95° C. for 2 h. The brown mixtu... The yield is 39.0%. Procedure: Intermediate VIII (Scheme 3), e.g., 3-(biphenyl-4-ylsulfonyl)-1,3-thiazolidine-2-carboxylic acid (1.747 g, 5 mmol) was dissolved in DCM (20 mL). The resulting solution was cooled down to −10° C. and oxalyl chloride (0.645 mL, 7.5 mmol) was added slowly. DMF (0.1 mL) was added carefully. The reaction mixture was allowed to warm to RT over 1 h and stirred an additional hour at RT. As the reaction was complete, the solvents were evaporated. Toluene was added and evaporated to remove residual oxalyl... As a reaction SMILES: [NH2:1][CH:2]([C:6]1[CH:11]=[CH:10][CH:9]=[CH:8][CH:7]=1)[C:3]([OH:5])=[O:4].[C:12]1([C:29]2[CH:34]=[CH:33][CH:32]=[CH:31][CH:30]=2)[CH:17]=[CH:16][C:15]([S:18]([N:21]2[CH2:25][CH2:24][S:23][CH:22]2[C:26](Cl)=[O:27])(=[O:20])=[O:19])=[CH:14][CH:13]=1>O.C1COCC1>[C:12]1([C:29]2[CH:30]=[CH:31][CH:32]=[CH:33][CH:34]=2)[CH:17]=[CH:16][C:15]([S:18]([N:21]2[CH2:25][CH2:24][S:23][CH:22]2[C:26]([NH:1][CH:2]([C:6]2[CH:11]=[CH:10][CH:9]=[CH:8][CH:7]=2)[C:3]([OH:5])=[O:4])=[O:27])(=[O:20])=[O:19])=[CH:14][CH:13]=1. The product is carboxylic acid, C1(=CC=C(C=C1)S(=O)(=O)N1C(SCC1)C(=O)NC(C(=O)O)C1=CC=CC=C1)C1=CC=CC=C1 (({[3-(biphenyl-4-ylsulfonyl)-1,3-thiazolidin-2-yl]carbonyl}amino)(phenyl)acetic acid). The solvent is O (water), C1CCOC1 (THF), C1CCOC1 (THF). Reactants: NC(C(=O)O)C1=CC=CC=C1 (α-Aminophenylacetic acid), Acid chloride, XXX, C1(=CC=C(C=C1)S(=O)(=O)N1C(SCC1)C(=O)Cl)C1=CC=CC=C1 (3-(biphenyl-4-ylsulfonyl)-1,3-thiazolidine-2-carbonyl chloride), TEA. Reaction conditions: temperature 0 celsius, time 8 hour. The reactants are CCOC(C)=O, CCCCCC, O, OCC1CC(O)C1, Cc1ccc(S(=O)(=O)Cl)cc1, c1ccncc1. Product: Cc1ccc(S(=O)(=O)OC2CC(CO)C2)cc1. As a reaction SMILES: [C:20]([O:21][CH2:22][CH3:23])(=[O:24])[CH3:25].[CH3:26][CH2:27][CH2:28][CH2:29][CH2:30][CH3:31].[OH2:19].[OH:12][CH:13]1[CH2:14][CH:15]([CH2:17][OH:18])[CH2:16]1.[c:1]1([CH3:11])[cH:2][cH:3][c:4]([S:7](=[O:8])(=[O:9])[Cl:10])[cH:5][cH:6]1.[cH:32]1[cH:33][cH:34][n:35][cH:36][cH:37]1>>[c:1]1([CH3:11])[cH:2][cH:3][c:4]([S:7](=[O:8])(=[O:9])[O:12][CH:13]2[CH2:14][CH:15]([CH2:17][OH:18])[CH2:16]2)[cH:5][cH:6]1. The reactants are CN(C([C@@H](NC1=NC(SC1)=O)CS(=O)(=O)C)=O)C (N,N-dimethyl-3-(methylsulfonyl)-N2-(2-oxo-2,5-dihydro-1,3-thiazol-4-yl)-L-alaninamide), FC(C1=C(CN2CCC(CC2)C=O)C=CC(=C1)C(F)(F)F)(F)F (1-[2,4-bis(trifluoromethyl)benzyl]piperidine-4-carbaldehyde), C(C)(=O)[O-].[NH2+]1CCCCC1 (piperidinium acetate). The solvent is CC(C)O (2-propanol). Run at temperature 60 celsius, time 8 hour. The product is FC(C1=C(CN2CCC(CC2)\C=C/2\C(=NC(S2)=O)N[C@@H](CS(=O)(=O)C)C(=O)N(C)C)C=CC(=C1)C(F)(F)F)(F)F (N2-[(5Z)-5-({1-[2,4-bis(trifluoromethyl)benzyl]piperidin-4-yl}methylidene)-2-oxo-2,5-dihydro-1,3-thiazol-4-yl]-N,N-dimethyl-3-(methylsulfonyl)-L-alaninamide). Isolated yield 17.5%. As a reaction SMILES: [CH3:1][N:2]([CH3:18])[C:3](=[O:17])[C@H:4]([CH2:12][S:13]([CH3:16])(=[O:15])=[O:14])[NH:5][C:6]1[CH2:10][S:9][C:8](=[O:11])[N:7]=1.[F:19][C:20]([F:41])([F:40])[C:21]1[CH:35]=[C:34]([C:36]([F:39])([F:38])[F:37])[CH:33]=[CH:32][C:22]=1[CH2:23][N:24]1[CH2:29][CH2:28][CH:27]([CH:30]=O)[CH2:26][CH2:25]1.C([O-])(=O)C.[NH2+]1CCCCC1>CC(O)C>[F:41][C:20]([F:19])([F:40])[C:21]1[CH:35]=[C:34]([C:36]([F:39])([F:38])[F:37])[CH:33]=[CH:32][C:22]=1[CH2:23][N:24]1[CH2:29][CH2:28][CH:27](/[CH:30]=[C:10]2/[C:6]([NH:5][C@H:4]([C:3]([N:2]([CH3:18])[CH3:1])=[O:17])[CH2:12][S:13]([CH3:16])(=[O:15])=[O:14])=[N:7][C:8](=[O:11])[S:9]/2)[CH2:26][CH2:25]1 |f:2.3|. Reported procedure: To a solution of N,N-dimethyl-3-(methylsulfonyl)-N2-(2-oxo-2,5-dihydro-1,3-thiazol-4-yl)-L-alaninamide (150 mg) and 1-[2,4-bis(trifluoromethyl)benzyl]piperidine-4-carbaldehyde (173 mg) in 2-propanol (5 mL) was added piperidinium acetate (74 mg) at room temperature. The reaction mixture was stirred at 60° C. overnight, and the solvent was evaporated under reduced pressure. The residue was purified by silica gel column chromatography (NH, ethyl acetate/hexane) and recrystallized from ethyl acetate... Reactants: hydrochloride salt, CC1=CC=C(C=C1)S(=O)(=O)OCC1OC2=C(C1)C=C(C=C2C2=C(C=CC(=C2)C)OC)F ((±)-[5-fluoro-7-(2-methoxy-5-methylphenyl)-2,3-dihydro-1-benzofuran-2-yl]methyl 4-methylbenzenesulfonate), CN (methylamine). Yields the product FC=1C=C(C2=C(CC(O2)CNC)C1)C1=C(C=CC(=C1)C)OC ((±)-{[5-fluoro-7-(2-methoxy-5-methylphenyl)-2,3-dihydro-1-benzofuran-2-yl]methyl}methylamine). As a reaction SMILES: CC1C=CC(S(O[CH2:12][CH:13]2[CH2:17][C:16]3[CH:18]=[C:19]([F:31])[CH:20]=[C:21]([C:22]4[CH:27]=[C:26]([CH3:28])[CH:25]=[CH:24][C:23]=4[O:29][CH3:30])[C:15]=3[O:14]2)(=O)=O)=CC=1.[CH3:32][NH2:33]>>[F:31][C:19]1[CH:20]=[C:21]([C:22]2[CH:27]=[C:26]([CH3:28])[CH:25]=[CH:24][C:23]=2[O:29][CH3:30])[C:15]2[O:14][CH:13]([CH2:12][NH:33][CH3:32])[CH2:17][C:16]=2[CH:18]=1. Procedure: The title compound was prepared (0.77 g, 48%) following the general procedure of Example 390 as a white solid, hydrochloride salt from (±)-[5-fluoro-7-(2-methoxy-5-methylphenyl)-2,3-dihydro-1-benzofuran-2-yl]methyl 4-methylbenzenesulfonate (0.21 g, 0.45 mmol) and methylamine (0.139 g, 4.5 mmol). mp 197-199° C.